Dataset: the Open Reaction Database (ORD), a public repository of structured organic reaction records. Task: describe an organic reaction: reactants, conditions, products, and yield Reactants: O (water), CC1=C2N(C3=CC=CC=C13)CCCC2N(C=O)C(C)C (N-(6,7,8,9-tetrahydro-10-methylpyrido[1,2-a]indol-9-yl)-N-(1-methylethyl)formamide), [H-].[Al+3].[Li+].[H-].[H-].[H-] (lithium aluminum hydride). Run in O1CCCC1 (tetrahydrofuran), solvent. The product is CN(C1CCCN2C1=C(C1=CC=CC=C21)C)C(C)C (6,7,8,9-Tetrahydro-N,10-dimethyl-N(1-methylethyl)pyrido[1,2-a]indol-9-amine). As a reaction SMILES: [CH3:1][C:2]1[C:10]2[C:5](=[CH:6][CH:7]=[CH:8][CH:9]=2)[N:4]2[CH2:11][CH2:12][CH2:13][CH:14]([N:15]([CH:18]([CH3:20])[CH3:19])[CH:16]=O)[C:3]=12.[H-].[Al+3].[Li+].[H-].[H-].[H-].O>O1CCCC1>[CH3:16][N:15]([CH:18]([CH3:20])[CH3:19])[CH:14]1[C:3]2=[C:2]([CH3:1])[C:10]3[C:5]([N:4]2[CH2:11][CH2:12][CH2:13]1)=[CH:6][CH:7]=[CH:8][CH:9]=3 |f:1.2.3.4.5.6|. Procedure: A solution of N-(6,7,8,9-tetrahydro-10-methylpyrido[1,2-a]indol-9-yl)-N-(1-methylethyl)formamide (37.1 mmol) in tetrahydrofuran (50 mL) was added dropwise at 25° C. to a suspension of lithium aluminum hydride (1,6 g, 42.1 mmol) in the same solvent (50 mL). The reaction mixture was refluxed overnight under the exclusion of moisture. The metal complex was decomposed with a solution of water (3 mL) in the (20 mL) under nitrogen. The resulting suspension was filtered and the filtrate evaporated in v... Starting materials: BrC1=C(C#N)C=CC=C1 (2-bromobenzonitrile), BrC=1C=C(C=CC1)C (3-Bromotoluene), [Li]C(C)(C)C (t-BuLi). The reagents and catalysts are C=1C=CC(=CC1)[P](C=2C=CC=CC2)(C=3C=CC=CC3)[Ni]([P](C=4C=CC=CC4)(C=5C=CC=CC5)C=6C=CC=CC6)([P](C=7C=CC=CC7)(C=8C=CC=CC8)C=9C=CC=CC9)[P](C=1C=CC=CC1)(C=1C=CC=CC1)C=1C=CC=CC1 (Ni(PPh3)4), [Cl-].[Cl-].[Zn+2] (ZnCl2). Yields the product CC=1C=C(C=CC1)C1=C(C#N)C=CC=C1 (2-(3-methylphenyl)-benzonitrile). Isolated yield 46.7%. RXN SMILES: Br[C:2]1[CH:3]=[C:4]([CH3:8])[CH:5]=[CH:6][CH:7]=1.[Li]C(C)(C)C.Br[C:15]1[CH:22]=[CH:21][CH:20]=[CH:19][C:16]=1[C:17]#[N:18]>[Cl-].[Cl-].[Zn+2].C1C=CC([P]([Ni]([P](C2C=CC=CC=2)(C2C=CC=CC=2)C2C=CC=CC=2)([P](C2C=CC=CC=2)(C2C=CC=CC=2)C2C=CC=CC=2)[P](C2C=CC=CC=2)(C2C=CC=CC=2)C2C=CC=CC=2)(C2C=CC=CC=2)C2C=CC=CC=2)=CC=1>[CH3:8][C:4]1[CH:3]=[C:2]([C:15]2[CH:22]=[CH:21][CH:20]=[CH:19][C:16]=2[C:17]#[N:18])[CH:7]=[CH:6][CH:5]=1 |f:3.4.5,^1:29,31,50,69|. Reported procedure: 3-Bromotoluene (17.5 mmoles, 3.0 g) was reacted with t-BuLi(19.3 mmoles) and ZnCl2 (19 3 moles, 2.62 g) followed by a Ni(PPh3)4 coupling to 2-bromobenzonitrile (17.5 mmole, 3.2 g) as in Preparation 1. The intermediate was purified by chromatography over silica gel eluted with 20% ether in hexane to yield 1.58 g of 2-(3-methylphenyl)-benzonitrile (MS)